From a dataset of the Open Reaction Database (ORD), a public repository of structured organic reaction records. describe an organic reaction: reactants, conditions, products, and yield The reactants are [Li+].[BH4-] (LiBH4), C(C)OC(CCC1=CC=C(C=C1)C#N)=O (3-(4-Cyanophenyl)propionic acid ethyl ester), CO (methanol). The solvent is CCOCC (ether). Yields the product OCCCC1=CC=C(C#N)C=C1 (4-(3-Hydroxypropyl)benzonitrile). As a reaction SMILES: [Li+].[BH4-].C([O:5][C:6](=O)[CH2:7][CH2:8][C:9]1[CH:14]=[CH:13][C:12]([C:15]#[N:16])=[CH:11][CH:10]=1)C.CO>CCOCC>[OH:5][CH2:6][CH2:7][CH2:8][C:9]1[CH:10]=[CH:11][C:12]([C:15]#[N:16])=[CH:13][CH:14]=1 |f:0.1|. Procedure: To a solution of LiBH4 (14 g, 0.65 mol) in dry ether (400 mL) was added 3-(4-cyanophenyl)propionic acid ethyl ester (50 g, 0.249 mol; see step (ii) above), followed by methanol (27 mL) dropwise. The reaction mixture was refluxed for 3 h. After completion (monitored by TLC), the reaction was quenched by adding cold, saturated ammonium chloride solution (100 mL), followed by water (300 mL). The layers were then separated. The aqueous layer was extracted with ether (2×100 mL) and the combined organ... Reactants: COC=1C=C2C(=CN(C2=CC1)S(=O)(=O)C1=CC=C(C=C1)C)C=1C2=C(N=CN1)N(C(=C2)C2=CNC1=CC=C(C=C21)OC)S(=O)(=O)C2=CC=C(C=C2)C (4-(5-methoxy-1-[(4-methylphenyl)sulfonyl]-1H-indol-3-yl)-6-(5-methoxy-1H-indol-3-yl)-7-[(4-methylphenyl)sulfonyl]-7H-pyrrolo[2,3-d]pyrimidine), [H-].[Na+] (sodium hydride), CI (methyl iodide). The solvent is CN(C=O)C (dimethylformamide). Reaction conditions: time 16 hour. The product is COC=1C=C2C(=CN(C2=CC1)S(=O)(=O)C1=CC=C(C=C1)C)C=1C2=C(N=CN1)N(C(=C2)C2=CN(C1=CC=C(C=C21)OC)C)S(=O)(=O)C2=CC=C(C=C2)C (4-(5-Methoxy-1-[(4-methylphenyl)sulfonyl]-1H-indol-3-yl)-6-(5-methoxy-1-methyl-1H-indol-3yl)-7-[(4-methylphenyl)sulfonyl]-7H-pyrrolo[2,3-d]pyrimidine). RXN SMILES: [CH3:1][O:2][C:3]1[CH:4]=[C:5]2[C:9](=[CH:10][CH:11]=1)[N:8]([S:12]([C:15]1[CH:20]=[CH:19][C:18]([CH3:21])=[CH:17][CH:16]=1)(=[O:14])=[O:13])[CH:7]=[C:6]2[C:22]1[C:23]2[CH:30]=[C:29]([C:31]3[C:39]4[C:34](=[CH:35][CH:36]=[C:37]([O:40][CH3:41])[CH:38]=4)[NH:33][CH:32]=3)[N:28]([S:42]([C:45]3[CH:50]=[CH:49][C:48]([CH3:51])=[CH:47][CH:46]=3)(=[O:44])=[O:43])[C:24]=2[N:25]=[CH:26][N:27]=1.[H-].[Na+].[CH3:54]I>CN(C)C=O>[CH3:1][O:2][C:3]1[CH:4]=[C:5]2[C:9](=[CH:10][CH:11]=1)[N:8]([S:12]([C:15]1[CH:16]=[CH:17][C:18]([CH3:21])=[CH:19][CH:20]=1)(=[O:13])=[O:14])[CH:7]=[C:6]2[C:22]1[C:23]2[CH:30]=[C:29]([C:31]3[C:39]4[C:34](=[CH:35][CH:36]=[C:37]([O:40][CH3:41])[CH:38]=4)[N:33]([CH3:54])[CH:32]=3)[N:28]([S:42]([C:45]3[CH:46]=[CH:47][C:48]([CH3:51])=[CH:49][CH:50]=3)(=[O:44])=[O:43])[C:24]=2[N:25]=[CH:26][N:27]=1 |f:1.2|. Procedure: To a solution of 4-(5-methoxy-1-[(4-methylphenyl)sulfonyl]-1H-indol-3-yl)-6-(5-methoxy-1H-indol-3-yl)-7-[(4-methylphenyl)sulfonyl]-7H-pyrrolo[2,3-d]pyrimidine [270 mg, Reference Example 10] in dimethylformamide (10 mL) was added the sodium hydride (10 mg, 60% dispersion in oil) and methyl iodide (0.025 mL) under inert atmosphere. The solution was stirred for 16 hours at room temperature and the solvent was evaporated under reduced pressure. The residue was partitioned between water and ethyl ace...